This data is from the Open Reaction Database (ORD), a public repository of structured organic reaction records. The task is: describe an organic reaction: reactants, conditions, products, and yield RXN SMILES: C([Li])CCC.Br[C:7]1[S:8][CH:9]=[CH:10][N:11]=1.[CH3:12][O:13][C:14]1[CH:15]=[C:16]([CH:19]=[CH:20][C:21]=1[O:22][CH3:23])[C:17]#N.Cl.C(=O)([O-])[OH:26].[Na+]>C(OCC)C.CCCCCC>[S:8]1[CH:9]=[CH:10][N:11]=[C:7]1[C:17]([C:16]1[CH:19]=[CH:20][C:21]([O:22][CH3:23])=[C:14]([O:13][CH3:12])[CH:15]=1)=[O:26] |f:4.5|. Run at temperature -78 celsius, time 30 minute. Reported procedure: A hexane solution of butyllithium (9.50 mM) was dissolved in dried diethyl ether (6.5 ml) and cooled to −78° C. A solution of 2-bromothiazole (1.03 g, 6.13 mM) in diethyl ether (0.5 ml) was dropped into this solution. The solution was stirred at that temperature for 30 minutes, then a solution of 3,4-dimethoxybenzonitrile (1.00 g, 6.13 mM) in diethyl ether (3.0 ml) was added and the resultant mixture stirred for a further 6 hours. 1N Hydrochloric acid (20 ml) was poured into the solution obtaine... Product: S1C(=NC=C1)C(=O)C1=CC(=C(C=C1)OC)OC (3,4-dimethoxyphenyl 2-thiazolyl ketone). Isolated yield 46.5%. The solvent is C(C)OCC (diethyl ether), CCCCCC (hexane), C(C)OCC (diethyl ether), C(C)OCC (diethyl ether). Starting materials: C(O)([O-])=O.[Na+] (sodium hydrogencarbonate), C(CCC)[Li] (butyllithium), COC=1C=C(C#N)C=CC1OC (3,4-dimethoxybenzonitrile), resultant mixture, Cl (Hydrochloric acid), BrC=1SC=CN1 (2-bromothiazole). The reactants are [OH-].[K+] (potassium hydroxide), [N+](=O)([O-])C1=CC=C(OCC2=NC(=NO2)CC(=O)NC2=C(C=C(C=C2Cl)Cl)Cl)C=C1 (2-[5-(p-nitrophenoxymethyl)-1,2,4-oxadiazol-3-yl]-2',4',6'-trichloroacetanilide), [N+](=O)([O-])C1=CC=C(OCC(=O)NC2=NN(C(C2)=O)C2=C(C=C(C=C2Cl)Cl)Cl)C=C1 (3-[(p-nitro-phenoxy)acetamido]-1-(2,4,6-trichlorophenyl)-2-pyrazolin-5-one). Solvent: CO (methanol). Yields the product [N+](=O)([O-])C1=CC=C(NC2=NN(C(C2)=O)C2=C(C=C(C=C2Cl)Cl)Cl)C=C1 (3-(p-nitroanilino)-1-(2,4,6-trichlorophenyl)-2-pyrazolin-5-one). RXN SMILES: [OH-].[K+].[N+](C1C=CC(O[CH2:11][C:12]2O[N:15]=[C:14]([CH2:17][C:18]([NH:20][C:21]3[C:26]([Cl:27])=[CH:25][C:24]([Cl:28])=[CH:23][C:22]=3[Cl:29])=[O:19])[N:13]=2)=CC=1)([O-])=O.[N+:32]([C:35]1[CH:60]=CC(OCC(NC2CC(=O)N(C3C(Cl)=CC(Cl)=CC=3Cl)N=2)=O)=[CH:37][CH:36]=1)([O-:34])=[O:33]>CO>[N+:32]([C:35]1[CH:60]=[CH:11][C:12]([NH:13][C:14]2[CH2:17][C:18](=[O:19])[N:20]([C:21]3[C:22]([Cl:29])=[CH:23][C:24]([Cl:28])=[CH:25][C:26]=3[Cl:27])[N:15]=2)=[CH:37][CH:36]=1)([O-:34])=[O:33] |f:0.1|. Procedure: To a solution of 5 g of potassium hydroxide in 75 ml of anhydrous methanol was added 10 g of 2-[5-(p-nitrophenoxymethyl)-1,2,4-oxadiazol-3-yl]-2',4',6'-trichloroacetanilide. The mixture was heated under reflux for 2 hours. The reaction did not stop with 3-[(p-nitro-phenoxy)acetamido]-1-(2,4,6-trichlorophenyl)-2-pyrazolin-5-one but proceeded further (Smiles rearrangement) to give 3-(p-nitroanilino)-1-(2,4,6-trichlorophenyl)-2-pyrazolin-5-one. At the end of the reaction, the mixture was allowed to... Starting materials: C([O-])([O-])=O.[Na+].[Na+] (sodium carbonate), BrC1=C(C(=CC=C1)C=O)OC (2-bromo-6-formyl-anisole), [Na] (sodium), FC(C(=O)OO)(F)F (trifluoroperacetic acid). Solvent: C(C)OCC (diethyl ether), C(Cl)Cl (methylene chloride). Conditions: time 8 hour. The product is BrC=1C(=C(C=CC1)O)OC (3-bromo-2-methoxyphenol). RXN SMILES: [Br:1][C:2]1[CH:7]=[CH:6][CH:5]=[C:4](C=O)[C:3]=1[O:10][CH3:11].[Na].FC(F)(F)C(OO)=[O:16].C(=O)([O-])[O-].[Na+].[Na+]>C(Cl)Cl.C(OCC)C>[Br:1][C:2]1[C:3]([O:10][CH3:11])=[C:4]([OH:16])[CH:5]=[CH:6][CH:7]=1 |f:3.4.5,^1:11|. Procedure details: A solution of 0.037 g 2-bromo-6-formyl-anisole in 1 ml methylene chloride is treated with 0.54 sodium dibasic phosphate and 1.3 ml trifluoroperacetic acid, stirred overnight, treated with 10% aqueous sodium carbonate (5 ml) and 5 ml diethyl ether, stirred for 1.5 hours, and partitioned between water and ether. The ether portion is extracted with 1 N aqueous sodium hydroxide, the hydroxide extracts acidified and then extracted with ether. Concentration of the ether extracts affords 3-bromo-2-meth... The reactants are CCOC(=O)CC(C#N)c1ccccc1, CCO, Cl. Yields the product CCOC(=O)CC(CN)c1ccccc1, Cl. RXN SMILES: [C:1](#[N:2])[CH:3]([CH2:4][C:5](=[O:6])[O:7][CH2:8][CH3:9])[c:10]1[cH:11][cH:12][cH:13][cH:14][cH:15]1.[CH3:17][CH2:18][OH:19].[ClH:16]>>[CH2:1]([NH2:2])[CH:3]([CH2:4][C:5](=[O:6])[O:7][CH2:8][CH3:9])[c:10]1[cH:11][cH:12][cH:13][cH:14][cH:15]1.[ClH:16]. Starting materials: Br, COc1ccc(-c2nc(Cn3ccnc3)co2)cc1, N. Product: Oc1ccc(-c2nc(Cn3ccnc3)co2)cc1. RXN SMILES: [BrH:21].[CH3:1][O:2][c:3]1[cH:4][cH:5][c:6](-[c:9]2[o:10][cH:11][c:12]([CH2:14][n:15]3[cH:16][n:17][cH:18][cH:19]3)[n:13]2)[cH:7][cH:8]1.[NH3:20]>>[OH:2][c:3]1[cH:4][cH:5][c:6](-[c:9]2[o:10][cH:11][c:12]([CH2:14][n:15]3[cH:16][n:17][cH:18][cH:19]3)[n:13]2)[cH:7][cH:8]1. Reactants: CCOC(=O)C (EtOAc), Cl.COC(CN)=O (glycine methyl ester hydrochloride), C(#N)C1=CC=C(CN2C=NC=C2C=O)C=C1 (1-(4-cyanobenzyl)-5-imidazolecarboxaldehyde), C(C)(=O)O[BH-](OC(C)=O)OC(C)=O.[Na+] (sodium triacetoxyborohydride). The solvent is ClCCCl (1,2-dichloroethane). Conditions: time 8 hour. The product is C(#N)C1=CC=C(CN2C=NC=C2CNCC(=O)OC)C=C1 (1-(4-cyanobenzyl)-5-[N-((carbomethoxv)methyl)aminomethyl]-imidazole). Reaction SMILES: Cl.[CH3:2][O:3][C:4](=[O:7])[CH2:5][NH2:6].C(O[BH-](OC(=O)C)OC(=O)C)(=O)C.[Na+].[C:22]([C:24]1[CH:37]=[CH:36][C:27]([CH2:28][N:29]2[C:33]([CH:34]=O)=[CH:32][N:31]=[CH:30]2)=[CH:26][CH:25]=1)#[N:23].CCOC(C)=O>ClCCCl>[C:22]([C:24]1[CH:25]=[CH:26][C:27]([CH2:28][N:29]2[C:33]([CH2:34][NH:6][CH2:5][C:4]([O:3][CH3:2])=[O:7])=[CH:32][N:31]=[CH:30]2)=[CH:36][CH:37]=1)#[N:23] |f:0.1,2.3|. Procedure: To a solution of glycine methyl ester hydrochloride (595 mg, 4.74 mmol) in 1,2-dichloroethane at 0° C. was added 4 Å powdered molecular sieves (3 g), followed by sodium triacetoxyborohydride (1.51 g, 7.1 mmol). The 1-(4-cyanobenzyl)-5-imidazolecarboxaldehyde from Step E of Example 1 (1.00 g, 4.74 mmol) was added, and the reaction was stirred overnight, allowing it to warm to room temperature. The reaction was poured into EtOAc, washed with sat. aq. NaHCO3, and brine, dried (Na2SO4), filtered, an... Starting materials: CCN(CC)CCOc1ccc(Cn2c3ccc(OC)cc3c3oc4cc(OCc5ccccc5)ccc4c32)cc1, CCO. Yields the product CCN(CC)CCOc1ccc(Cn2c3ccc(OC)cc3c3oc4cc(O)ccc4c32)cc1. RXN SMILES: [CH2:1]([c:2]1[cH:3][cH:4][cH:5][cH:6][cH:7]1)[O:8][c:9]1[cH:10][c:11]2[c:12]([c:13]3[n:14]([CH2:25][c:26]4[cH:27][cH:28][c:29]([O:30][CH2:31][CH2:32][N:33]([CH2:34][CH3:35])[CH2:36][CH3:37])[cH:38][cH:39]4)[c:15]4[cH:16][cH:17][c:18]([O:23][CH3:24])[cH:19][c:20]4[c:21]3[o:22]2)[cH:40][cH:41]1.[CH3:42][CH2:43][OH:44]>>[OH:8][c:9]1[cH:10][c:11]2[c:12]([c:13]3[n:14]([CH2:25][c:26]4[cH:27][cH:28][c:29]([O:30][CH2:31][CH2:32][N:33]([CH2:34][CH3:35])[CH2:36][CH3:37])[cH:38][cH:39]4)[c:15]4[cH:16][cH:17][c:18]([O:23][CH3:24])[cH:19][c:20]4[c:21]3[o:22]2)[cH:40][cH:41]1.